From a dataset of the Open Reaction Database (ORD), a public repository of structured organic reaction records. describe an organic reaction: reactants, conditions, products, and yield The reactants are COC(=O)CNC(=O)CNC(=O)CNC(=O)OC(C)(C)C, Cl, [Na+], C1CCOC1, [OH-], O. Product: CC(C)(C)OC(=O)NCC(=O)NCC(=O)NCC(=O)O. Reaction SMILES: [CH3:1][O:2][C:3]([CH2:4][NH:5][C:6]([CH2:7][NH:8][C:9]([CH2:10][NH:11][C:12](=[O:13])[O:14][C:15]([CH3:16])([CH3:17])[CH3:18])=[O:19])=[O:20])=[O:21].[ClH:24].[Na+:23].[O:25]1[CH2:26][CH2:27][CH2:28][CH2:29]1.[OH-:22].[OH2:30]>>[O:2]=[C:3]([CH2:4][NH:5][C:6]([CH2:7][NH:8][C:9]([CH2:10][NH:11][C:12](=[O:13])[O:14][C:15]([CH3:16])([CH3:17])[CH3:18])=[O:19])=[O:20])[OH:21].